From a dataset of the Open Reaction Database (ORD), a public repository of structured organic reaction records. describe an organic reaction: reactants, conditions, products, and yield The reactants are FC=1C=C(C=CC1)C1=NOC(=N1)C1CN(CC(C1)C1=CC=C(C=C1)OC(F)(F)F)C(C(C)(C)NC(OC(C)(C)C)=O)=O (tert-Butyl (1-{3-[3-(3-fluorophenyl)-1,2,4-oxadiazol-5-yl]-5-[4-(trifluoromethoxy)phenyl]-piperidin-1-yl}-2-methyl-1-oxopropan-2-yl)carbamate), FC(C(=O)O)(F)F (trifluoroacetic acid). Solvent: ClCCl (dichloromethane), C(C)(=O)OCC (ethyl acetate). Reaction conditions: time 12 hour. Yields the product NC(C(=O)N1CC(CC(C1)C1=CC=C(C=C1)OC(F)(F)F)C1=NC(=NO1)C1=CC(=CC=C1)F)(C)C (2-Amino-1-{3-[3-(3-fluorophenyl)-1,2,4-oxadiazol-5-yl]-5-[4-(trifluoromethoxy)phenyl]piperidin-1-yl}-2-methylpropan-1-one). Reaction SMILES: [F:1][C:2]1[CH:3]=[C:4]([C:8]2[N:12]=[C:11]([CH:13]3[CH2:18][CH:17]([C:19]4[CH:24]=[CH:23][C:22]([O:25][C:26]([F:29])([F:28])[F:27])=[CH:21][CH:20]=4)[CH2:16][N:15]([C:30](=[O:42])[C:31]([NH:34]C(=O)OC(C)(C)C)([CH3:33])[CH3:32])[CH2:14]3)[O:10][N:9]=2)[CH:5]=[CH:6][CH:7]=1.FC(F)(F)C(O)=O>ClCCl.C(OCC)(=O)C>[NH2:34][C:31]([CH3:33])([CH3:32])[C:30]([N:15]1[CH2:16][CH:17]([C:19]2[CH:20]=[CH:21][C:22]([O:25][C:26]([F:28])([F:29])[F:27])=[CH:23][CH:24]=2)[CH2:18][CH:13]([C:11]2[O:10][N:9]=[C:8]([C:4]3[CH:5]=[CH:6][CH:7]=[C:2]([F:1])[CH:3]=3)[N:12]=2)[CH2:14]1)=[O:42]. Procedure details: 110 mg (0.186 mmol) of the compound from Example 188A were initially charged in 1.4 ml of dichloromethane, and 143 μl (212 mg, 1.87 mmol) of trifluoroacetic acid were added. The reaction mixture was stirred at RT for 12 h, and then taken up in ethyl acetate and washed with saturated aqueous sodium bicarbonate solution and saturated aqueous sodium chloride solution. The organic phase was dried over sodium sulphate, filtered and concentrated under reduced pressure. The crude product was purified b... Starting materials: Cl.N1C(C(=O)OCC2=CC=CC=C2)CCC1 (benzyl DL -prolinate hydrochloride), O (water), C1=CC=CC=C1 (benzene). The solvent is C(C)N(CC)CC (triethylamine). Run at temperature 20 celsius, time 1 hour. Product: N1C(C(=O)OCC2=CC=CC=C2)CCC1 (benzyl DL-prolinate). Yield: 96.3%. Reaction SMILES: Cl.[NH:2]1[CH2:16][CH2:15][CH2:14][CH:3]1[C:4]([O:6][CH2:7][C:8]1[CH:13]=[CH:12][CH:11]=[CH:10][CH:9]=1)=[O:5].O.C1C=CC=CC=1>C(N(CC)CC)C>[NH:2]1[CH2:16][CH2:15][CH2:14][CH:3]1[C:4]([O:6][CH2:7][C:8]1[CH:9]=[CH:10][CH:11]=[CH:12][CH:13]=1)=[O:5] |f:0.1|. Procedure details: A mixture of 3.18 g of benzyl DL -prolinate hydrochloride, 3 ml of demineralized water, 25 ml of benzene and 1.34 g of triethylamine was stirred at 20° C. for one hour and the decanted organic phase was washed with water, dried and evaporated to dryness to obtain 2.6 g of benzyl DL-prolinate in the form of a colorless oil.